From a dataset of the Open Reaction Database (ORD), a public repository of structured organic reaction records. describe an organic reaction: reactants, conditions, products, and yield Starting materials: [Br-], CC(C)(C)OC(=O)N1CCC(C2CCN(c3cnc(Cl)cn3)CC2)CC1, CC(=O)[CH-]C(C)=O, C[Mg+], CCOC(C)=O, CN1CCCC1=O, [Cl-], [Fe+3], N. The product is Cc1cnc(N2CCC(C3CCN(C(=O)OC(C)(C)C)CC3)CC2)cn1. Reaction SMILES: [Br-:27].[C:1]([CH3:2])([CH3:3])([CH3:4])[O:5][C:6](=[O:7])[N:8]1[CH2:9][CH2:10][CH:11]([CH:14]2[CH2:15][CH2:16][N:17]([c:20]3[n:21][cH:22][c:23]([Cl:26])[n:24][cH:25]3)[CH2:18][CH2:19]2)[CH2:12][CH2:13]1.[CH-:46]([C:47](=[O:48])[CH3:49])[C:50](=[O:51])[CH3:52].[CH3:28][Mg+:29].[CH3:32][CH2:33][O:34][C:35](=[O:36])[CH3:37].[CH3:38][N:39]1[CH2:40][CH2:41][CH2:42][C:43]1=[O:44].[Cl-:30].[Fe+3:45].[NH3:31]>>[C:1]([CH3:2])([CH3:3])([CH3:4])[O:5][C:6](=[O:7])[N:8]1[CH2:9][CH2:10][CH:11]([CH:14]2[CH2:15][CH2:16][N:17]([c:20]3[n:21][cH:22][c:23]([CH3:32])[n:24][cH:25]3)[CH2:18][CH2:19]2)[CH2:12][CH2:13]1.